This data is from the Open Reaction Database (ORD), a public repository of structured organic reaction records. The task is: describe an organic reaction: reactants, conditions, products, and yield Reactants: OC(CC#C)CCCC (4-hydroxy-1-octyne), C(C)(=O)OCC (ethyl acetate), ( R )-configuration. Product: C(C1=CC=CC=C1)(=O)OC(CC#C)CCCC (Racemic 4-benzoyloxy-1-octyne). Reaction SMILES: [OH:1][CH:2]([CH2:6][CH2:7][CH2:8][CH3:9])[CH2:3][C:4]#[CH:5].C([O:13][CH2:14][CH3:15])(=O)C>>[C:14]([O:1][CH:2]([CH2:6][CH2:7][CH2:8][CH3:9])[CH2:3][C:4]#[CH:5])(=[O:13])[C:15]1[CH:7]=[CH:6][CH:2]=[CH:3][CH:4]=1. Procedure: From fractions 13-20 is obtained 75 mg of colorless oil, identical to 4-hydroxy-1-octyne, [α]D25 =-17°±1.0° (C=0.77, ethyl acetate). This compound has the (R)-configuration. Reactants: C(C1=CC=CC=C1)OC(NC(C)(C)C1=CC(=CC=C1)OC)=O ([1-(3-methoxy-phenyl)-1-methyl-ethyl]-carbamic acid benzyl ester). Reagents/catalysts: [Pd] (Pd/C). The solvent is C(C)O (ethanol). Conditions: time 8 hour. Product: COC=1C=C(C=CC1)C(C)(C)N (1-(3-Methoxy-phenyl)-1-methyl-ethylamine). Reaction SMILES: C(OC(=O)[NH:10][C:11]([C:14]1[CH:19]=[CH:18][CH:17]=[C:16]([O:20][CH3:21])[CH:15]=1)([CH3:13])[CH3:12])C1C=CC=CC=1>[Pd].C(O)C>[CH3:21][O:20][C:16]1[CH:15]=[C:14]([C:11]([NH2:10])([CH3:12])[CH3:13])[CH:19]=[CH:18][CH:17]=1. Procedure: Into a round bottom flask, [1-(3-methoxy-phenyl)-1-methyl-ethyl]-carbamic acid benzyl ester (10.0 g, 33.4 mmol), ethanol (200 mL), and 10% Pd/C (1.20 g) were added. The mixture was evacuated under vacuum and charged with hydrogen via balloon (3 times). The reaction was stirred at room temperature overnight under a hydrogen atmosphere via a balloon. The solid was filtered and washed with Ethanol. The solvent was removed under vacuum to give 1-(3-Methoxy-phenyl)-1-methyl-ethylamine as a viscous oi... Reactants: COC1=C(C=C(C=C1)C1=C(C=C(C=C1)C(=O)OC)C)C1=C(C=C(C=C1)C(F)(F)F)CN1C(O[C@@H](CC1)C1=C(C=CC=C1)OC)=O (methyl 4′-methoxy-2″-{[(6S)-6-(2-methoxyphenyl)-2-oxo-1,3-oxazinan-3-yl]methyl}-2-methyl-4″-(trifluoromethyl)-1,1′:3′,1″-terphenyl-4-carboxylate), [OH-].[K+] (KOH). The solvent is CO (MeOH). Reaction conditions: time 6 hour. Product: COC1=C(C=C(C=C1)C1=C(C=C(C=C1)C(=O)O)C)C1=C(C=C(C=C1)C(F)(F)F)CN1C(O[C@@H](CC1)C1=C(C=CC=C1)OC)=O (4′-methoxy-2″-{[(6S)-6-(2-methoxyphenyl)-2-oxo-1,3-oxazinan-3-yl]methyl}-2-methyl-4″-(trifluoromethyl)-1,1′:3′,1″-terphenyl-4-carboxylic acid). As a reaction SMILES: [CH3:1][O:2][C:3]1[CH:8]=[CH:7][C:6]([C:9]2[CH:14]=[CH:13][C:12]([C:15]([O:17]C)=[O:16])=[CH:11][C:10]=2[CH3:19])=[CH:5][C:4]=1[C:20]1[CH:25]=[CH:24][C:23]([C:26]([F:29])([F:28])[F:27])=[CH:22][C:21]=1[CH2:30][N:31]1[CH2:36][CH2:35][C@@H:34]([C:37]2[CH:42]=[CH:41][CH:40]=[CH:39][C:38]=2[O:43][CH3:44])[O:33][C:32]1=[O:45].[OH-].[K+]>CO>[CH3:1][O:2][C:3]1[CH:8]=[CH:7][C:6]([C:9]2[CH:14]=[CH:13][C:12]([C:15]([OH:17])=[O:16])=[CH:11][C:10]=2[CH3:19])=[CH:5][C:4]=1[C:20]1[CH:25]=[CH:24][C:23]([C:26]([F:28])([F:29])[F:27])=[CH:22][C:21]=1[CH2:30][N:31]1[CH2:36][CH2:35][C@@H:34]([C:37]2[CH:42]=[CH:41][CH:40]=[CH:39][C:38]=2[O:43][CH3:44])[O:33][C:32]1=[O:45] |f:1.2|. Procedure: To a solution of methyl 4′-methoxy-2″-{[(6S)-6-(2-methoxyphenyl)-2-oxo-1,3-oxazinan-3-yl]methyl}-2-methyl-4″-(trifluoromethyl)-1,1′:3′,1″-terphenyl-4-carboxylate (55.4 mg, 0.0358 mmol) in MeOH (1.5 mL) was added 4 M KOH solution (0.8 mL). The reaction was stirred at room temperature for 6 hours, and then quenched with 1 N HCl (5 mL) and diluted with EtOAc (15 mL). The aqueous layer was extracted with EtOAc (10 mL), and the combined organic extracts were washed with brine (10 mL), dried over Na2S... Starting materials: CC(C)(C)OC(=O)NC1CC(CN2CCC(CCCc3ccc(F)cc3)CC2)C(c2ccccc2)C1, CS(=O)(=O)Cl. The product is CS(=O)(=O)NC1CC(CN2CCC(CCCc3ccc(F)cc3)CC2)C(c2ccccc2)C1. As a reaction SMILES: [C:1]([O:2][C:3](=[O:4])[NH:8][CH:9]1[CH2:10][CH:11]([CH2:20][N:21]2[CH2:22][CH2:23][CH:24]([CH2:27][CH2:28][CH2:29][c:30]3[cH:31][cH:32][c:33]([F:36])[cH:34][cH:35]3)[CH2:25][CH2:26]2)[CH:12]([c:14]2[cH:15][cH:16][cH:17][cH:18][cH:19]2)[CH2:13]1)([CH3:5])([CH3:6])[CH3:7].[CH3:37][S:38](=[O:39])(=[O:40])[Cl:41]>>[NH:8]([CH:9]1[CH2:10][CH:11]([CH2:20][N:21]2[CH2:22][CH2:23][CH:24]([CH2:27][CH2:28][CH2:29][c:30]3[cH:31][cH:32][c:33]([F:36])[cH:34][cH:35]3)[CH2:25][CH2:26]2)[CH:12]([c:14]2[cH:15][cH:16][cH:17][cH:18][cH:19]2)[CH2:13]1)[S:38]([CH3:37])(=[O:39])=[O:40]. Starting materials: O=C([O-])[O-], Cc1ccc(S(=O)(=O)OCC2Cc3c(Br)cccc3O2)cc1, Cc1ccccc1B(O)O, [K+], [K+]. Yields the product Cc1ccc(S(=O)(=O)OCC2Cc3c(cccc3-c3ccccc3C)O2)cc1. Reaction SMILES: [C:33](=[O:34])([O-:35])[O-:36].[CH3:1][c:2]1[cH:3][cH:4][c:5]([S:8](=[O:9])(=[O:10])[O:11][CH2:12][CH:13]2[O:14][c:15]3[c:16]([c:18]([Br:22])[cH:19][cH:20][cH:21]3)[CH2:17]2)[cH:6][cH:7]1.[CH3:23][c:24]1[c:25]([B:30]([OH:31])[OH:32])[cH:26][cH:27][cH:28][cH:29]1.[K+:37].[K+:38]>>[CH3:1][c:2]1[cH:3][cH:4][c:5]([S:8](=[O:9])(=[O:10])[O:11][CH2:12][CH:13]2[O:14][c:15]3[c:16]([c:18](-[c:25]4[c:24]([CH3:23])[cH:29][cH:28][cH:27][cH:26]4)[cH:19][cH:20][cH:21]3)[CH2:17]2)[cH:6][cH:7]1. Reactants: BrB(Br)Br, COc1cccc(C(=O)c2n[nH]c3c(C(F)(F)F)cccc23)c1, ClCCl. Yields the product O=C(c1cccc(O)c1)c1n[nH]c2c(C(F)(F)F)cccc12. As a reaction SMILES: [B:24]([Br:25])([Br:26])[Br:27].[CH3:1][O:2][c:3]1[cH:4][c:5]([C:9](=[O:10])[c:11]2[n:12][nH:13][c:14]3[c:15]([C:20]([F:21])([F:22])[F:23])[cH:16][cH:17][cH:18][c:19]23)[cH:6][cH:7][cH:8]1.[Cl:28][CH2:29][Cl:30]>>[OH:2][c:3]1[cH:4][c:5]([C:9](=[O:10])[c:11]2[n:12][nH:13][c:14]3[c:15]([C:20]([F:21])([F:22])[F:23])[cH:16][cH:17][cH:18][c:19]23)[cH:6][cH:7][cH:8]1.